describe an organic reaction: reactants, conditions, products, and yield From a dataset of the Open Reaction Database (ORD), a public repository of structured organic reaction records. The reactants are C(CCC)NC (N-butyl-N-methylamine), [OH-].[Na+] (sodium hydroxide), O=P(Cl)(Cl)Cl (POCl3), C1(CCCCC1)N(C(=O)NC1CCCCC1)C (N,N′-dicyclohexyl-N-methylurea). Solvent: C1(=CC=CC=C1)C (toluene), O (water). Run at time 2 hour. Product: C(CCC)N(C(=NC1CCCCC1)N(C)C1CCCCC1)C (1-butyl-2,3-dicyclohexyl-1,3-dimethylguanidine). The yield is 38821.3%. Reaction SMILES: O=P(Cl)(Cl)Cl.[CH:6]1([N:12]([CH3:22])[C:13]([NH:15][CH:16]2[CH2:21][CH2:20][CH2:19][CH2:18][CH2:17]2)=O)[CH2:11][CH2:10][CH2:9][CH2:8][CH2:7]1.[CH2:23]([NH:27][CH3:28])[CH2:24][CH2:25][CH3:26].[OH-].[Na+]>C1(C)C=CC=CC=1.O>[CH2:23]([N:27]([CH3:28])[C:13]([N:12]([CH:6]1[CH2:11][CH2:10][CH2:9][CH2:8][CH2:7]1)[CH3:22])=[N:15][CH:16]1[CH2:21][CH2:20][CH2:19][CH2:18][CH2:17]1)[CH2:24][CH2:25][CH3:26] |f:3.4|. Procedure: 18.38 g of cyclohexyl isocyanate (0.147 mol) are added dropwise to a solution of 19.12 g of N-methyl-N-cyclohexylamine (0.169 mol) in 160 ml of hexane and then the cloudy mixture is refluxed for 2 h and then evaporated to dryness, to give 35 g of crude N,N′-dicyclohexyl-N-methylurea. 12 g of POCl3 (78 mmol) is added, over 1 h, to a suspension of 17 g of said N,N′-dicyclohexyl-N-methylurea (71.33 mmol) in 65 ml of toluene, and then, after a few hours at 20° C., 15.5 g of N-butyl-N-methylamine (0.... Reactants: O=S(=O)(Cl)CCCCl, Cl, O=C1OC(Cn2ccnn2)CN1c1ccc(C2=CCNCC2)c(F)c1. The product is O=C1OC(Cn2ccnn2)CN1c1ccc(C2=CCN(S(=O)(=O)CCCCl)CC2)c(F)c1. RXN SMILES: [Cl:27][CH2:28][CH2:29][CH2:30][S:31](=[O:32])(=[O:33])[Cl:34].[ClH:1].[NH:2]1[CH2:3][CH:4]=[C:5]([c:8]2[c:9]([F:26])[cH:10][c:11]([N:14]3[C:15](=[O:25])[O:16][CH:17]([CH2:19][n:20]4[n:21][n:22][cH:23][cH:24]4)[CH2:18]3)[cH:12][cH:13]2)[CH2:6][CH2:7]1>>[N:2]1([S:31]([CH2:30][CH2:29][CH2:28][Cl:27])(=[O:32])=[O:33])[CH2:3][CH:4]=[C:5]([c:8]2[c:9]([F:26])[cH:10][c:11]([N:14]3[C:15](=[O:25])[O:16][CH:17]([CH2:19][n:20]4[n:21][n:22][cH:23][cH:24]4)[CH2:18]3)[cH:12][cH:13]2)[CH2:6][CH2:7]1. Starting materials: BrCC(=O)OC(C)(C)C (t-butyl bromoacetate), [Li] (Lithium), C(C1=CC=CC=C1)#N (benzonitrile), CC(C)(C)O (t-BuOH), [Cl-].[NH4+] (ammonium chloride). Run in N (NH3), N (NH3), C1CCOC1 (THF). Reaction conditions: time 25 minute. Yields the product C(C)(C)(C)OC(CC1(C=CCC=C1)C#N)=O ((1-Cyanocyclohexa-2,5-dienyl)acetic Acid t-butyl Ester). Isolated yield 73.0%. RXN SMILES: [Li].[C:2](#[N:9])[C:3]1[CH:8]=[CH:7][CH:6]=[CH:5][CH:4]=1.CC(O)(C)C.Br[CH2:16][C:17]([O:19][C:20]([CH3:23])([CH3:22])[CH3:21])=[O:18].[Cl-].[NH4+]>N.C1COCC1>[C:20]([O:19][C:17](=[O:18])[CH2:16][C:3]1([C:2]#[N:9])[CH:8]=[CH:7][CH2:6][CH:5]=[CH:4]1)([CH3:23])([CH3:22])[CH3:21] |f:4.5,^1:0|. Reported procedure: Lithium (1.73 g, 249 mmol) was added in portions to a stirred solution of benzonitrile (10.2 mL, 10.3 g, 99.9 mmol) and t-BuOH (9.6 mL, 7.4 g, 100 mmol) in NH3 (50 mL) and THF (10 mL) under N2 at −78° C. After stirring for 25 minutes, t-butyl bromoacetate (29.5 mL, 39.0 g, 200 mmol) was added dropwise. After 1 hour, ammonium chloride (41.8 g, 781 mmol) was added in portions. The reaction mixture was slowly warmed to room temperature while the NH3 was removed with a stream of N2. Water (125 mL) w... Starting materials: COc1ccc(CN2CC(CCOS(=O)(=O)c3ccc(C)cc3)N(C)C2=O)cc1, COC(=O)C(C)(Cc1ccc(O)cc1)Oc1ccccc1F. Yields the product COC(=O)C(C)(Cc1ccc(OCCC2CN(Cc3ccc(OC)cc3)C(=O)N2C)cc1)Oc1ccccc1F. Reaction SMILES: [CH3:1][O:2][c:3]1[cH:4][cH:5][c:6]([CH2:7][N:8]2[C:9](=[O:27])[N:10]([CH3:26])[CH:11]([CH2:13][CH2:14][O:15][S:16]([c:17]3[cH:18][cH:19][c:20]([CH3:21])[cH:22][cH:23]3)(=[O:24])=[O:25])[CH2:12]2)[cH:28][cH:29]1.[CH3:30][O:31][C:32]([C:33]([CH2:34][c:35]1[cH:36][cH:37][c:38]([OH:41])[cH:39][cH:40]1)([CH3:42])[O:43][c:44]1[c:45]([F:50])[cH:46][cH:47][cH:48][cH:49]1)=[O:51]>>[CH3:1][O:2][c:3]1[cH:4][cH:5][c:6]([CH2:7][N:8]2[C:9](=[O:27])[N:10]([CH3:26])[CH:11]([CH2:13][CH2:14][O:15][c:38]3[cH:37][cH:36][c:35]([CH2:34][C:33]([C:32]([O:31][CH3:30])=[O:51])([CH3:42])[O:43][c:44]4[c:45]([F:50])[cH:46][cH:47][cH:48][cH:49]4)[cH:40][cH:39]3)[CH2:12]2)[cH:28][cH:29]1. Starting materials: C(C)[Si]1([Si]([Si]([Si]1(CC)CC)(CC)CC)(CC)CC)CC (octaethylcyclotetrasilane), C1(=CC=CC=C1)[Si](C)(C)[Li] (phenyldimethylsilyllithium), C([O-])(O)=O.[Na+] (sodium bicarbonate), C1(=CC=CC=C1)[Si](Cl)(C)C (Phenyldimethylchlorosilane). Run in O1CCCC1 (tetrahydrofuran), O1CCCC1 (tetrahydrofuran), CCCCCC (Hexane). Conditions: temperature 0 celsius, time 15 minute. The product is C(C)[Si]([Si](C1=CC=CC=C1)(C)C)([Si]([Si]([Si]([Si](C1=CC=CC=C1)(C)C)(CC)CC)(CC)CC)(CC)CC)CC (2,2,3,3,4,4,5,5-octaethyl-1,1,6,6-tetramethyl-1,6-diphenylhexasilane). Isolated yield 46.0%. RXN SMILES: [CH2:1]([Si:3]1([CH2:19][CH3:20])[Si:6]([CH2:9][CH3:10])([CH2:7][CH3:8])[Si:5]([CH2:13][CH3:14])([CH2:11][CH3:12])[Si:4]1([CH2:17][CH3:18])[CH2:15][CH3:16])[CH3:2].[C:21]1([Si:27]([Li])([CH3:29])[CH3:28])[CH:26]=[CH:25][CH:24]=[CH:23][CH:22]=1.[C:31]1([Si:37]([CH3:40])([CH3:39])Cl)[CH:36]=[CH:35][CH:34]=[CH:33][CH:32]=1.C(=O)(O)[O-].[Na+]>CCCCCC.O1CCCC1>[CH2:9]([Si:6]([CH2:7][CH3:8])([Si:3]([CH2:1][CH3:2])([CH2:19][CH3:20])[Si:4]([CH2:15][CH3:16])([CH2:17][CH3:18])[Si:5]([CH2:13][CH3:14])([CH2:11][CH3:12])[Si:37]([CH3:40])([CH3:39])[C:31]1[CH:36]=[CH:35][CH:34]=[CH:33][CH:32]=1)[Si:27]([CH3:29])([CH3:28])[C:21]1[CH:26]=[CH:25][CH:24]=[CH:23][CH:22]=1)[CH3:10] |f:3.4|. Procedure details: In an argon atmosphere; to a tetrahydrofuran solution (1 ml) of 52 mg (0.15 mmol) of octaethylcyclotetrasilane was added 0.56 ml (0.15 mmol) of a tetrahydrofuran solution (0.27M) of phenyldimethylsilyllithium, and stirred at 0° C. for 15 minutes. Phenyldimethylchlorosilane in an amount of 26 mg (0.15 mmol) was added, and reacted at room temperature for 3 hours. Hexane (2 ml) and saturated aqueous sodium bicarbonate solution (2 ml) were added, stirred, the hexane layer was separated, and dried wi... The reactants are CN(C)C=O, Cc1c(C(=O)O)ccc2c1S(=O)(=O)CCS2(=O)=O, Cc1ccccc1, O=S(Cl)Cl. Yields the product Cc1c(C(=O)Cl)ccc2c1S(=O)(=O)CCS2(=O)=O. As a reaction SMILES: [CH3:19][N:20]([CH3:21])[CH:22]=[O:23].[CH3:1][c:2]1[c:3]([C:16](=[O:17])[OH:18])[cH:4][cH:5][c:6]2[c:7]1[S:8](=[O:14])(=[O:15])[CH2:9][CH2:10][S:11]2(=[O:12])=[O:13].[CH3:28][c:29]1[cH:30][cH:31][cH:32][cH:33][cH:34]1.[S:24]([Cl:25])([Cl:26])=[O:27]>>[CH3:1][c:2]1[c:3]([C:16](=[O:18])[Cl:26])[cH:4][cH:5][c:6]2[c:7]1[S:8](=[O:14])(=[O:15])[CH2:9][CH2:10][S:11]2(=[O:12])=[O:13].